The task is: describe an organic reaction: reactants, conditions, products, and yield. This data is from the Open Reaction Database (ORD), a public repository of structured organic reaction records. The reactants are COC1=CC(OC1)=O (4-methoxy-2(5H)-furanone), C(CC)O (propanol). Product: C(CC)OC1=CC(OC1)=O (4-Propoxy-2(5H)-furanone). The yield is 39.0%. Reaction SMILES: [CH3:1][O:2][C:3]1[CH2:7][O:6][C:5](=[O:8])[CH:4]=1.[CH2:9](O)[CH2:10]C>>[CH2:1]([O:2][C:3]1[CH2:7][O:6][C:5](=[O:8])[CH:4]=1)[CH2:9][CH3:10]. Reported procedure: Preparation analogous to Example 91 from 4-methoxy-2(5H)-furanone and propanol; b.p.10 143°-145° C. Yield: 39%. The reactants are CC(C)(C)C(=O)OCC(F)(F)S(=O)(=O)[O-], CO, Cl, [Na+], [OH-], c1ccc([S+](c2ccccc2)c2ccccc2)cc1. The product is O=S(=O)([O-])C(F)(F)CO, c1ccc([S+](c2ccccc2)c2ccccc2)cc1. RXN SMILES: [C:1](=[O:2])([C:3]([CH3:4])([CH3:5])[CH3:6])[O:7][CH2:8][C:9]([S:10](=[O:11])(=[O:12])[O-:13])([F:14])[F:15].[CH3:38][OH:39].[ClH:37].[Na+:36].[OH-:35].[c:16]1([S+:22]([c:23]2[cH:24][cH:25][cH:26][cH:27][cH:28]2)[c:29]2[cH:30][cH:31][cH:32][cH:33][cH:34]2)[cH:17][cH:18][cH:19][cH:20][cH:21]1>>[OH:7][CH2:8][C:9]([S:10](=[O:11])(=[O:12])[O-:13])([F:14])[F:15].[c:16]1([S+:22]([c:23]2[cH:24][cH:25][cH:26][cH:27][cH:28]2)[c:29]2[cH:30][cH:31][cH:32][cH:33][cH:34]2)[cH:17][cH:18][cH:19][cH:20][cH:21]1. Starting materials: [BH4-], C1CCOC1, CCO, CCOC(=O)c1ccc(C#Cc2ccc3c(c2)C(=O)CCC3(C)C)cc1, [Na+], O. Yields the product CCOC(=O)c1ccc(C#Cc2ccc3c(c2)C(O)CCC3(C)C)cc1. RXN SMILES: [BH4-:1].[CH2:29]1[O:30][CH2:31][CH2:32][CH2:33]1.[CH3:34][CH2:35][OH:36].[CH3:3][C:4]1([CH3:28])[CH2:5][CH2:6][C:7](=[O:27])[c:8]2[cH:9][c:10]([C:14]#[C:15][c:16]3[cH:17][cH:18][c:19]([C:20](=[O:21])[O:22][CH2:23][CH3:24])[cH:25][cH:26]3)[cH:11][cH:12][c:13]21.[Na+:2].[OH2:37]>>[CH3:3][C:4]1([CH3:28])[CH2:5][CH2:6][CH:7]([OH:27])[c:8]2[cH:9][c:10]([C:14]#[C:15][c:16]3[cH:17][cH:18][c:19]([C:20](=[O:21])[O:22][CH2:23][CH3:24])[cH:25][cH:26]3)[cH:11][cH:12][c:13]21. Solvent: C1=CC=CC=C1 (benzene). Reaction SMILES: CCN=C=NCCCN(C)C.[OH:12][CH2:13][C@H:14]1[CH2:19][CH2:18][CH2:17][C:16](=[O:20])[N:15]1[CH2:21][C:22]#[C:23][CH2:24][O:25][CH2:26][C:27]#[N:28].CS(C)=O.FC(F)(F)C([O-])=O.[NH+]1C=CC=CC=1>C1C=CC=CC=1>[CH:13]([C@H:14]1[CH2:19][CH2:18][CH2:17][C:16](=[O:20])[N:15]1[CH2:21][C:22]#[C:23][CH2:24][O:25][CH2:26][C:27]#[N:28])=[O:12] |f:3.4|. Starting materials: FC(C(=O)[O-])(F)F.[NH+]1=CC=CC=C1 (pyridinium trifluoroacetate), CCN=C=NCCCN(C)C (EDCI), OC[C@@H]1N(C(CCC1)=O)CC#CCOCC#N ([4-((R)-2-hydroxymethyl-6-oxo-piperidin-1-yl)-but-2-ynyloxy]-acetonitrile), CS(=O)C (DMSO). Conditions: temperature 0 celsius, time 5 minute. Yields the product C(=O)[C@@H]1N(C(CCC1)=O)CC#CCOCC#N ([4-((R)-2-formyl-6-oxo-piperidin-1-yl)-but-2-ynyloxy]-acetonitrile). Procedure details: EDCI (288 mg, 1.50 mmol) was added to a solution of [4-((R)-2-hydroxymethyl-6-oxo-piperidin-1-yl)-but-2-ynyloxy]-acetonitrile (118 mg, 0.50 mmol) in benzene (4 mL). The reaction mixture was cooled to 0° C. and DMSO (0.14 mL, 2.0 mmol) was added. After 5 min at 0° C., pyridinium trifluoroacetate (106 mg, 0.55 mmol) was added. The reaction was allowed to warm to rt and then was stirred at rt for 3 h. The solution was decanted from the oily residue and the residue was washed with benzene (3×5 mL). ...